This data is from the Open Reaction Database (ORD), a public repository of structured organic reaction records. The task is: describe an organic reaction: reactants, conditions, products, and yield The reactants are NC1=CC=C(C=2CC(OC21)(C)C(=O)OCC)Br (7-amino-4-bromo-2-ethoxycarbonyl-2,3-dihydro-2-methylbenzofuran), ClC(=O)OC(Cl)(Cl)Cl (trichloromethyl chloroformate). Solvent: C1(=CC=CC=C1)C (toluene). The product is BrC1=CC=C(C2=C1CC(O2)(C)C(=O)OCC)N=C=O (4-bromo-2-ethoxycarbonyl-2,3-dihydro-2-methylbenzofuran-7-yl isocyanate). Isolated yield 104.2%. RXN SMILES: [NH2:1][C:2]1[C:10]2[O:9][C:8]([C:12]([O:14][CH2:15][CH3:16])=[O:13])([CH3:11])[CH2:7][C:6]=2[C:5]([Br:17])=[CH:4][CH:3]=1.Cl[C:19](OC(Cl)(Cl)Cl)=[O:20]>C1(C)C=CC=CC=1>[Br:17][C:5]1[C:6]2[CH2:7][C:8]([C:12]([O:14][CH2:15][CH3:16])=[O:13])([CH3:11])[O:9][C:10]=2[C:2]([N:1]=[C:19]=[O:20])=[CH:3][CH:4]=1. Procedure: By the method of Example 1, Step F, 1.6 grams (0.005 mole) of 7-amino-4-bromo-2-ethoxycarbonyl-2,3-dihydro-2-methylbenzofuran and 1.0 gram (0.005 mole) of trichloromethyl chloroformate were reacted in 60 mL of toluene, yielding about 1.7 grams of 4-bromo-2-ethoxycarbonyl-2,3-dihydro-2-methylbenzofuran-7-yl isocyanate. The product was taken to the next step without further characterization. Starting materials: C(C1=CC=CC=C1)OC(=O)N1C2C=CC(C1)CC2(C#N)Cl (N-benzyloxycarbonyl-7-chloro-7-cyano-2-azabicyclo[2.2.2]oct-5-ene), C(C)(=O)O.Br (acetic acid hydrogen bromide). Run in C(C)(=O)O (acetic acid). Run at time 10 minute. Yields the product Br.ClC1(C2NCC(C=C2)C1)C#N (7-Chloro-7-cyano-2-azabicyclo[2.2.2]oct-5-ene hydrogen bromide). As a reaction SMILES: C(OC([N:11]1[CH2:16][CH:15]2[CH2:17][C:18]([Cl:21])([C:19]#[N:20])[CH:12]1[CH:13]=[CH:14]2)=O)C1C=CC=CC=1.C(O)(=O)C.[BrH:26]>C(O)(=O)C>[BrH:26].[Cl:21][C:18]1([C:19]#[N:20])[CH2:17][CH:15]2[CH:14]=[CH:13][CH:12]1[NH:11][CH2:16]2 |f:1.2,4.5|. Procedure: 5.0 g. (0.0165 moles) of N-benzyloxycarbonyl-7-chloro-7-cyano-2-azabicyclo[2.2.2]oct-5-ene are dissolved in a mixture of 30 ml. of glacial acetic acid and 15 ml. of a 4-5N glacial acetic acid/hydrogen bromide mixture. The reaction mixture is allowed to stand at room temperature for 10 minutes, and is then evaporated. The evaporation residue is crystallized from acetone. Starting materials: O=C(NCC1CCCC1)c1cnc(Cl)nc1C(F)(F)F, Nc1cc(F)ccc1Cl, C1COCCO1. Yields the product O=C(NCC1CCCC1)c1cnc(Nc2cc(F)ccc2Cl)nc1C(F)(F)F. As a reaction SMILES: [CH:1]1([CH2:6][NH:7][C:8](=[O:9])[c:10]2[c:11]([C:17]([F:18])([F:19])[F:20])[n:12][c:13]([Cl:16])[n:14][cH:15]2)[CH2:2][CH2:3][CH2:4][CH2:5]1.[Cl:21][c:22]1[c:23]([NH2:24])[cH:25][c:26]([F:29])[cH:27][cH:28]1.[O:30]1[CH2:31][CH2:32][O:33][CH2:34][CH2:35]1>>[CH:1]1([CH2:6][NH:7][C:8](=[O:9])[c:10]2[c:11]([C:17]([F:18])([F:19])[F:20])[n:12][c:13]([NH:24][c:23]3[c:22]([Cl:21])[cH:28][cH:27][c:26]([F:29])[cH:25]3)[n:14][cH:15]2)[CH2:2][CH2:3][CH2:4][CH2:5]1. Reactants: C(C)C=1C=CC2=C(C(C=3C(=NC=CC3)O2)=O)C1 (7-ethyl-5-oxo-5H-[1]benzopyrano[2,3-b]pyridine), [N+](=O)(O)[O-] (nitric acid), [Mn](=O)(=O)(=O)[O-].[K+] (potassium permanganate), [O-2].[Mg+2] (magnesium oxide). Run in O (water). Conditions: temperature 60 celsius. Yields the product C(C)(=O)C=1C=CC2=C(C(C=3C(=NC=CC3)O2)=O)C1 (7-acetyl-5-oxo-5H-[1]benzopyrano[2,3-b]pyridine). The yield is 67.0%. RXN SMILES: [N+]([O-])(O)=O.[Mn]([O-])(=O)(=O)=O.[K+].[O-2:11].[Mg+2].[CH2:13]([C:15]1[CH:16]=[CH:17][C:18]2[O:27][C:22]3=[N:23][CH:24]=[CH:25][CH:26]=[C:21]3[C:20](=[O:28])[C:19]=2[CH:29]=1)[CH3:14]>O>[C:13]([C:15]1[CH:16]=[CH:17][C:18]2[O:27][C:22]3=[N:23][CH:24]=[CH:25][CH:26]=[C:21]3[C:20](=[O:28])[C:19]=2[CH:29]=1)(=[O:11])[CH3:14] |f:1.2,3.4|. Procedure details: 7.6 ml of nitric acid (specific gravity 1.38) and 7.9 g of potassium permanganate are added to a suspension of 2 g of magnesium oxide in 50 ml of water, and the mixture is heated to 60°C. To the mixture is added 4.5 g of 7-ethyl-5-oxo-5H-[1]benzopyrano[2,3-b]pyridine over a period of 30 minutes with stirring, keeping the temperature at 60°-70°C. After the addition the mixture is stirred at 60°-70°C for 4.5 hours. After cooling, the reaction mixture is filtered under reduced pressure, and the res... The reactants are stannous chloride dihydrate, [N+](=O)([O-])C1=CC=C(C=C1)S(=O)(=O)C1=C2C=CN=CC2=CC=C1 (5-(4-Nitrophenylsulfonyl)isoquinoline), [OH-].[Na+] (sodium hydroxide). Solvent: Cl (hydrochloric acid), O (water). Reaction conditions: time 8 hour. The product is C1=NC=CC2=C(C=CC=C12)S(=O)(=O)C1=CC=C(N)C=C1 (4-(5-isoquinolylsulfonyl)aniline). Isolated yield 64.5%. As a reaction SMILES: [N+:1]([C:4]1[CH:9]=[CH:8][C:7]([S:10]([C:13]2[CH:22]=[CH:21][CH:20]=[C:19]3[C:14]=2[CH:15]=[CH:16][N:17]=[CH:18]3)(=[O:12])=[O:11])=[CH:6][CH:5]=1)([O-])=O.[OH-].[Na+]>Cl.O>[CH:18]1[C:19]2[C:14](=[C:13]([S:10]([C:7]3[CH:8]=[CH:9][C:4]([NH2:1])=[CH:5][CH:6]=3)(=[O:12])=[O:11])[CH:22]=[CH:21][CH:20]=2)[CH:15]=[CH:16][N:17]=1 |f:1.2|. Reported procedure: 5-(4-Nitrophenylsulfonyl)isoquinoline 160 mg (0.6 mmol) was dissolved in concentrated hydrochloric acid 170 ml, stannous chloride dihydrate 650 mg (2.9 mmol) was added, and the mixture was stirred overnight at room temperature. 4 N sodium hydroxide in water was added to the reaction solution, and the resulting alkaline solution was extracted with ethyl acetate. The organic layer was washed with saturated sodium chloride, dried over anhydrous sodium sulfate, and concentrated under reduced pressur... Starting materials: NCCCNC1=NC=CC=C1 (2-(3-aminopropylamino)pyridine), C(C1=CC=CC=C1)(=O)N=C=S (benzoyl isothiocyanate). Solvent: C(Cl)(Cl)Cl (chloroform). Product: C(C1=CC=CC=C1)(=O)NC(=S)NCCCNC1=NC=CC=C1 (N-benzoyl-N'-[3-(2-pyridylamino)propyl]thiourea). RXN SMILES: [NH2:1][CH2:2][CH2:3][CH2:4][NH:5][C:6]1[CH:11]=[CH:10][CH:9]=[CH:8][N:7]=1.[C:12]([N:20]=[C:21]=[S:22])(=[O:19])[C:13]1[CH:18]=[CH:17][CH:16]=[CH:15][CH:14]=1>C(Cl)(Cl)Cl>[C:12]([NH:20][C:21]([NH:1][CH2:2][CH2:3][CH2:4][NH:5][C:6]1[CH:11]=[CH:10][CH:9]=[CH:8][N:7]=1)=[S:22])(=[O:19])[C:13]1[CH:18]=[CH:17][CH:16]=[CH:15][CH:14]=1. Procedure details: A mixture of 2-(3-aminopropylamino)pyridine (6 g.) and benzoyl isothiocyanate (6.0 g.) in chloroform (150 ml.) is heated under reflux for 1 hour and concentrated to give N-benzoyl-N'-[3-(2-pyridylamino)propyl]thiourea. The benzoyl thiourea is added to a solution of potassium carbonate (1.4 g.) in water (80 ml.) at 60°. The solution is maintained at this temperature for 1 hour, concentrated to low bulk and acidified with hydrochloric acid. Benzoic acid is removed by filtration and the filtrate is... Starting materials: CC(=O)SCCC(=O)N1CC(O)(Cc2cccs2)CC1C(=O)O, N. Product: O=C(O)C1CC(O)(Cc2cccs2)CN1C(=O)CCS. Reaction SMILES: [C:1](=[O:2])([CH3:3])[S:4][CH2:5][CH2:6][C:7](=[O:8])[N:9]1[CH:10]([C:11](=[O:12])[OH:13])[CH2:14][C:15]([CH2:17][c:18]2[s:19][cH:20][cH:21][cH:22]2)([OH:23])[CH2:16]1.[NH3:24]>>[SH:4][CH2:5][CH2:6][C:7](=[O:8])[N:9]1[CH:10]([C:11](=[O:12])[OH:13])[CH2:14][C:15]([CH2:17][c:18]2[s:19][cH:20][cH:21][cH:22]2)([OH:23])[CH2:16]1. The reactants are C=CCN(C1=NCCN1)c1c(Cl)cccc1Cl, CI, [H-], [Na+], C1CCOC1. Product: C=CCN(C1=NCCN1C)c1c(Cl)cccc1Cl. As a reaction SMILES: [CH2:1]([CH:2]=[CH2:3])[N:4]([c:5]1[c:6]([Cl:12])[cH:7][cH:8][cH:9][c:10]1[Cl:11])[C:13]1=[N:17][CH2:16][CH2:15][NH:14]1.[CH3:20][I:21].[H-:18].[Na+:19].[O:22]1[CH2:23][CH2:24][CH2:25][CH2:26]1>>[CH2:1]([CH:2]=[CH2:3])[N:4]([c:5]1[c:6]([Cl:12])[cH:7][cH:8][cH:9][c:10]1[Cl:11])[C:13]1=[N:14][CH2:15][CH2:16][N:17]1[CH3:20]. Starting materials: CSC1=C(C=CC(=O)N(C)O)C=C(C=C1)CCCC1=CC=CC=C1 (2-(methylthio)- 5-(3-phenylpropyl)-N-hydroxy-N-methylcinnamamide), OOS(=O)[O-].[K+] (oxone). Run in O (water), O (water), CO (methanol), CO (methanol). Reaction conditions: time 35 minute. Yields the product CS(=O)C1=C(C=CC(=O)N(C)O)C=C(C=C1)CCCC1=CC=CC=C1 (2-(methylsulfinyl)-5-(3-phenylpropyl) -N-hydroxy-N-methylcinnamamide). As a reaction SMILES: [CH3:1][S:2][C:3]1[CH:15]=[CH:14][C:13]([CH2:16][CH2:17][CH2:18][C:19]2[CH:24]=[CH:23][CH:22]=[CH:21][CH:20]=2)=[CH:12][C:4]=1[CH:5]=[CH:6][C:7]([N:9]([OH:11])[CH3:10])=[O:8].[OH:25]OS([O-])=O.[K+]>CO.O>[CH3:1][S:2]([C:3]1[CH:15]=[CH:14][C:13]([CH2:16][CH2:17][CH2:18][C:19]2[CH:20]=[CH:21][CH:22]=[CH:23][CH:24]=2)=[CH:12][C:4]=1[CH:5]=[CH:6][C:7]([N:9]([OH:11])[CH3:10])=[O:8])=[O:25] |f:1.2|. Procedure: In methanol (15 ml) is placed 2-(methylthio)- 5-(3-phenylpropyl)-N-hydroxy-N-methylcinnamamide (0.35 g, 1.02 mmol) prepared according to Example 27 and the solution cooled in an ice bath. In 3 ml of water is placed oxone (0.33 g, 0.533 mmol) which is then added to the cooled methanol solution and stirred for 35 minutes. The reaction mixture is poured into 80 ml of water and extracted twice with 75 ml portions of ethyl acetate. The organic layers are washed with brine and dried over MgSO4 to affo...